This data is from the Open Reaction Database (ORD), a public repository of structured organic reaction records. The task is: describe an organic reaction: reactants, conditions, products, and yield The reactants are [Al], CC(C)(C)[Si](OCCC#N)(c1ccccc1)c1ccccc1, Cc1ccccc1, C[Al](C)C, [Cl-], [NH2-], [NH4+], c1ccccc1. Yields the product CC(C)(C)[Si](OCCC(=N)N)(c1ccccc1)c1ccccc1. RXN SMILES: [Al:29].[C:7]([CH3:8])([CH3:9])([CH3:10])[Si:11]([O:12][CH2:13][CH2:14][C:15]#[N:16])([c:17]1[cH:18][cH:19][cH:20][cH:21][cH:22]1)[c:23]1[cH:24][cH:25][cH:26][cH:27][cH:28]1.[CH3:31][c:32]1[cH:33][cH:34][cH:35][cH:36][cH:37]1.[CH3:3][Al:4]([CH3:5])[CH3:6].[Cl-:1].[NH2-:30].[NH4+:2].[cH:38]1[cH:39][cH:40][cH:41][cH:42][cH:43]1>>[NH2:2][C:15]([CH2:14][CH2:13][O:12][Si:11]([C:7]([CH3:8])([CH3:9])[CH3:10])([c:17]1[cH:18][cH:19][cH:20][cH:21][cH:22]1)[c:23]1[cH:24][cH:25][cH:26][cH:27][cH:28]1)=[NH:16].